Dataset: the Open Reaction Database (ORD), a public repository of structured organic reaction records. Task: describe an organic reaction: reactants, conditions, products, and yield Reactants: C(#C)C1=NNC2=CC=CC=C12 (3-Ethynyl-1H-indazole), N(=[N+]=[N-])C1=CC=C(C=C1)Br (4-Azidobromobenzene), D-(−)-Iso ascorbic acid sodium salt, CuSO4.5H2O. Solvent: O1CCOCC1 (Dioxane), C(C)(=O)OCC (ethyl acetate), O (water). Reaction conditions: temperature 80 celsius. Yields the product BrC1=CC=C(C=C1)N1N=NC(=C1)C1=NNC2=CC=CC=C12 (3-[1-(4-Bromo-phenyl)-1H-[1,2,3]triazol-4-yl]-1H-indazole). Isolated yield 62.7%. As a reaction SMILES: [C:1]([C:3]1[C:11]2[C:6](=[CH:7][CH:8]=[CH:9][CH:10]=2)[NH:5][N:4]=1)#[CH:2].[N:12]([C:15]1[CH:20]=[CH:19][C:18]([Br:21])=[CH:17][CH:16]=1)=[N+:13]=[N-:14]>O1CCOCC1.O.C(OCC)(=O)C>[Br:21][C:18]1[CH:19]=[CH:20][C:15]([N:12]2[CH:2]=[C:1]([C:3]3[C:11]4[C:6](=[CH:7][CH:8]=[CH:9][CH:10]=4)[NH:5][N:4]=3)[N:14]=[N:13]2)=[CH:16][CH:17]=1. Procedure details: To a solution of 3-Ethynyl-1H-indazole (6.0 g, 42.2 mmol) in Dioxane (60 mL) were added 4-Azidobromobenzene (Ukrorgsynthesis Ltd., 9.19 g, 46.4 mmol), D-(−)-Iso ascorbic acid sodium salt (0.83 g, 4.2 mmol) and a solution of CuSO4.5H2O (0.21 g, 0.8 mmol) in water (10 mL). The reaction mixture was heated at 80° C. for 3 days. After completion of the reaction, the reaction mixture was cooled to RT, diluted with ethyl acetate, washed with water and brine, dried over sodium sulfate and concentrated. ... The reactants are CS(C)=O, CCCCCNc1nc(N)nc(C)c1Cc1ccc(CCl)cc1, N#C[K], CN(C)C=O. Product: CCCCCNc1nc(N)nc(C)c1Cc1ccc(CC#N)cc1. Reaction SMILES: [CH3:27][S:28]([CH3:29])=[O:30].[Cl:4][CH2:5][c:6]1[cH:7][cH:8][c:9]([CH2:10][c:11]2[c:12]([NH:19][CH2:20][CH2:21][CH2:22][CH2:23][CH3:24])[n:13][c:14]([NH2:18])[n:15][c:16]2[CH3:17])[cH:25][cH:26]1.[K:1][C:2]#[N:3].[O:31]=[CH:32][N:33]([CH3:34])[CH3:35]>>[C:2](#[N:3])[CH2:5][c:6]1[cH:7][cH:8][c:9]([CH2:10][c:11]2[c:12]([NH:19][CH2:20][CH2:21][CH2:22][CH2:23][CH3:24])[n:13][c:14]([NH2:18])[n:15][c:16]2[CH3:17])[cH:25][cH:26]1. The reactants are C1CN(CCN1CCO)CCS(=O)(=O)O.[OH-].[Na+] (hepes NaOH), C1=CN(C(=O)NC1=O)[C@H]2[C@@H]([C@@H]([C@H](O2)COP(=O)(O)OP(=O)(O)O[C@@H]3[C@@H]([C@H]([C@@H]([C@H](O3)CO)O)O)O)O)O (UDP-glucose), CC1=CN(C(=O)NC1=O)[C@H]2C[C@@H]([C@H](O2)COP(=O)(O)OP(=O)(O)OC3[C@@H]([C@H]([C@@H]([C@H](O3)CO)O)O)O)O (TDP-glucose). Yields the product C([C@@H]1[C@H]([C@@H]([C@H]([C@H](O1)O[C@]2([C@H]([C@@H]([C@H](O2)CO)O)O)CO)O)O)O)O (Sucrose). Reaction SMILES: C1N([CH2:7][CH2:8][OH:9])CCN(CCS(O)(=O)=O)C1.[OH-].[Na+].C1C(=O)NC(=O)N([C@@H]2O[C@H](COP(OP([O:40][C@H:41]3[O:46][C@H:45]([CH2:47][OH:48])[C@@H:44]([OH:49])[C@H:43]([OH:50])[C@H:42]3[OH:51])(O)=O)(O)=O)[C@@H](O)[C@H]2O)C=1.CC1C(=O)NC(=O)N([C@@H]2O[C@H](COP(OP(OC3[O:83][C@H:82]([CH2:84][OH:85])[C@@H:81]([OH:86])[C@H:80]([OH:87])[C@H]3O)(O)=O)(O)=O)[C@@H](O)C2)C=1>>[CH2:47]([OH:48])[C@H:45]1[O:46][C@H:41]([O:40][C@:7]2([CH2:8][OH:9])[O:83][C@H:82]([CH2:84][OH:85])[C@@H:81]([OH:86])[C@@H:80]2[OH:87])[C@H:42]([OH:51])[C@@H:43]([OH:50])[C@@H:44]1[OH:49] |f:0.1.2|. Reported procedure: It was found that the hitherto used hepes-NaOH-buffer was most suitable for the synthesis of UDP-glucose and TDP-glucose. For both enzymes, the Mops-buffer and the TES-buffer gave 60 to 80% residual activity. The commercial enzyme indicated, by contrast to the rice enzyme, in TEA-buffer, an about 30 to 40% higher residual activity. In the remaining buffers, both enzymes had a residual activity of less than 50%. The reactants are CC(=O)Oc1ccc(C(ON)C(=O)OC(c2ccccc2)c2ccccc2)cc1OC(C)=O, CC(C)(C)OC(=O)Nc1nc(C(=O)C(=O)O)ns1, CO. Yields the product CC(=O)Oc1ccc(C(ON=C(C(=O)O)c2nsc(NC(=O)OC(C)(C)C)n2)C(=O)OC(c2ccccc2)c2ccccc2)cc1OC(C)=O. Reaction SMILES: [C:19]([CH3:20])(=[O:21])[O:22][c:23]1[cH:24][c:25]([CH:33]([C:34](=[O:35])[O:36][CH:37]([c:38]2[cH:39][cH:40][cH:41][cH:42][cH:43]2)[c:44]2[cH:45][cH:46][cH:47][cH:48][cH:49]2)[O:50][NH2:51])[cH:26][cH:27][c:28]1[O:29][C:30]([CH3:31])=[O:32].[C:1]([CH3:2])([CH3:3])([CH3:4])[O:5][C:6](=[O:7])[NH:8][c:9]1[n:10][c:11]([C:14]([C:15](=[O:16])[OH:17])=[O:18])[n:12][s:13]1.[CH3:52][OH:53]>>[C:1]([CH3:2])([CH3:3])([CH3:4])[O:5][C:6](=[O:7])[NH:8][c:9]1[n:10][c:11]([C:14]([C:15](=[O:16])[OH:17])=[N:51][O:50][CH:33]([c:25]2[cH:24][c:23]([O:22][C:19]([CH3:20])=[O:21])[c:28]([O:29][C:30]([CH3:31])=[O:32])[cH:27][cH:26]2)[C:34](=[O:35])[O:36][CH:37]([c:38]2[cH:39][cH:40][cH:41][cH:42][cH:43]2)[c:44]2[cH:45][cH:46][cH:47][cH:48][cH:49]2)[n:12][s:13]1.